From a dataset of the Open Reaction Database (ORD), a public repository of structured organic reaction records. describe an organic reaction: reactants, conditions, products, and yield Reported procedure: To a solution of {4-[2-(2-cyclopentyl-4,6-dioxotetrahydro-2H-pyran-2-yl)ethyl]-2-ethylphenyl}acetonitrile (200 mg, 0.57 mmol, example A(102)) in anhydrous MeOH (6 mL) at room temperature was added 5,7-dimethyl[1,2,4]triazolo[1,5-a]pyrimidine-2-carbaldehyde (120 mg, 0.68 mmol). The mixture was stirred for 5 min before borane-dimethylamine complex (37 mg, 0.62 mmol) was added. The reaction was stirred at that temperature for 15 hours before it was quenched by the addition of 1.0 N HCl. The solvent... Reaction conditions: time 5 minute. The product is C1(CCCC1)C1(OC(C(=C(C1)O)CC1=NN2C(N=C(C=C2C)C)=N1)=O)CCC1=CC(=C(C=C1)CC#N)CC ([4-(2-{2-Cyclopentyl-5-[(5,7-dimethyl[1,2,4]triazolo[1,5-a]pyrimidin-2-yl)methyl]-4-hydroxy-6-oxo-3,6-dihydro-2H-pyran-2-yl}ethyl)-2-ethylphenyl]acetonitrile). The yield is 20.5%. Run in CO (MeOH). Reactants: C1(CCCC1)C1(OC(CC(C1)=O)=O)CCC1=CC(=C(C=C1)CC#N)CC ({4-[2-(2-cyclopentyl-4,6-dioxotetrahydro-2H-pyran-2-yl)ethyl]-2-ethylphenyl}acetonitrile), CC1=NC=2N(C(=C1)C)N=C(N2)C=O (5,7-dimethyl[1,2,4]triazolo[1,5-a]pyrimidine-2-carbaldehyde). As a reaction SMILES: [CH:1]1([C:6]2([CH2:14][CH2:15][C:16]3[CH:21]=[CH:20][C:19]([CH2:22][C:23]#[N:24])=[C:18]([CH2:25][CH3:26])[CH:17]=3)[CH2:11][C:10](=[O:12])[CH2:9][C:8](=[O:13])[O:7]2)[CH2:5][CH2:4][CH2:3][CH2:2]1.[CH3:27][C:28]1[CH:33]=[C:32]([CH3:34])[N:31]2[N:35]=[C:36]([CH:38]=O)[N:37]=[C:30]2[N:29]=1>CO>[CH:1]1([C:6]2([CH2:14][CH2:15][C:16]3[CH:21]=[CH:20][C:19]([CH2:22][C:23]#[N:24])=[C:18]([CH2:25][CH3:26])[CH:17]=3)[CH2:11][C:10]([OH:12])=[C:9]([CH2:38][C:36]3[N:37]=[C:30]4[N:29]=[C:28]([CH3:27])[CH:33]=[C:32]([CH3:34])[N:31]4[N:35]=3)[C:8](=[O:13])[O:7]2)[CH2:5][CH2:4][CH2:3][CH2:2]1. The reactants are CC(=O)O (HOAc), C(=O)(N1C=NC=C1)N1C=NC=C1 (Carbonyldiimidazole), C(C)N1C2=C(C(C(=C1)C(=O)O)=O)C=C(S2)I (7-ethyl-2-iodo-4-oxo-4,7-dihydrothieno[2,3-b]pyridine-5-carboxylic acid), ClC1=CC=C(CN)C=C1 (4-chlorobenzylamine). Solvent: CN(C)C=O (DMF). Reaction conditions: temperature 60 celsius, time 18 hour. Yields the product ClC1=CC=C(CNC(=O)C=2C(C3=C(N(C2)CC)SC(=C3)I)=O)C=C1 (N-(4-Chlorobenzyl)-7-ethyl-2-iodo-4-oxo-4,7-dihydrothieno[2,3-b]pyridine-5-carboxamide). Yield: 53.0%. Reaction SMILES: C(N1C=CN=C1)(N1C=CN=C1)=O.[CH2:13]([N:15]1[CH:20]=[C:19]([C:21]([OH:23])=O)[C:18](=[O:24])[C:17]2[CH:25]=[C:26]([I:28])[S:27][C:16]1=2)[CH3:14].[Cl:29][C:30]1[CH:37]=[CH:36][C:33]([CH2:34][NH2:35])=[CH:32][CH:31]=1.CC(O)=O>CN(C=O)C>[Cl:29][C:30]1[CH:37]=[CH:36][C:33]([CH2:34][NH:35][C:21]([C:19]2[C:18](=[O:24])[C:17]3[CH:25]=[C:26]([I:28])[S:27][C:16]=3[N:15]([CH2:13][CH3:14])[CH:20]=2)=[O:23])=[CH:32][CH:31]=1. Procedure details: Carbonyldiimidazole (0.290 g) is added to a solution of 7-ethyl-2-iodo-4-oxo-4,7-dihydrothieno[2,3-b]pyridine-5-carboxylic acid (Eur. J. Med. Chem. 1987, 22, 139) (0.520 g) in DMF (13 mL). The reaction is heated to 60° C. and stirred for 18 h. The reaction mixture is cooled to rt, and 4-chlorobenzylamine (0.22 mL) is added. The reaction is stirred at rt for 7 h. The reaction mixture is poured into 20% aqueous HOAc (50 mL), and the resulting off-white solid is filtered off. This material is recry... Reactants: C(C)OC(C(=CC1=CC=C(C=C1)OCC1=CC=CC=C1)OCC)=O (3-(4-benzyloxy-phenyl)-2-ethoxy-acrylic acid ethyl ester), COC(C(CC1=CC(=CC=C1)OCC1=CC=CC=C1)OC)=O (3-(3-benzyloxy-phenyl)-2-methoxy-propionic acid methyl ester), COC(CCC1=CC=C(C=C1)OCC1=CC=CC=C1)=O (3-(4-benzyloxy-phenyl)-propionic acid methyl ester). The product is COC(C(CC1=CC=C(C=C1)OCC1=CC=CC=C1)OCC)=O (3-(4-benzyloxy-phenyl)-2-ethoxy-propionic acid methyl ester). Yield: 47.1%. RXN SMILES: [CH2:1]([O:3][C:4](=[O:24])[C:5]([O:21][CH2:22][CH3:23])=[CH:6][C:7]1[CH:12]=[CH:11][C:10]([O:13][CH2:14][C:15]2[CH:20]=[CH:19][CH:18]=[CH:17][CH:16]=2)=[CH:9][CH:8]=1)C.COC(=O)C(OC)CC1C=CC=C(OCC2C=CC=CC=2)C=1.COC(=O)CCC1C=CC(OCC2C=CC=CC=2)=CC=1>>[CH3:1][O:3][C:4](=[O:24])[CH:5]([O:21][CH2:22][CH3:23])[CH2:6][C:7]1[CH:12]=[CH:11][C:10]([O:13][CH2:14][C:15]2[CH:20]=[CH:19][CH:18]=[CH:17][CH:16]=2)=[CH:9][CH:8]=1. Reported procedure: The title compound was prepared from 3-(4-benzyloxy-phenyl)-2-ethoxy-acrylic acid ethyl ester (Example 375, Step 2) (3.3 gr, 10.12 mmol) via the same procedure used for the preparation of 3-(3-benzyloxy-phenyl)-2-methoxy-propionic acid methyl ester (Example 291, Step 3) to produce an oil that was purified by chromatography (silica gel, hexanes/ethyl acetate 6:1) to produce two compounds: 3-(4-benzyloxy-phenyl)-propionic acid methyl ester (1.5 gr, Rf aprox. 0.65) and the desired compound (1.5 gr,... Starting materials: C(C)N1CCN(CC1)C1=C(C=C(C=C1)N)C (4-(4-Ethyl-piperazin-1-yl)-3-methyl-phenylamine), Br (hydrobromic acid), Br (hydrobromic acid), N(=O)[O-].[Na+] (sodium nitrite). The reagents and catalysts are [Cu]Br (copper(I) bromide). The solvent is O (H2O). Run at temperature 60 celsius. Yields the product BrC1=CC(=C(C=C1)N1CCN(CC1)CC)C (1-(4-Bromo-2-methyl-phenyl)-4-ethyl-piperazine). RXN SMILES: [CH2:1]([N:3]1[CH2:8][CH2:7][N:6]([C:9]2[CH:14]=[CH:13][C:12](N)=[CH:11][C:10]=2[CH3:16])[CH2:5][CH2:4]1)[CH3:2].[BrH:17].N([O-])=O.[Na+]>O.[Cu]Br>[Br:17][C:12]1[CH:13]=[CH:14][C:9]([N:6]2[CH2:7][CH2:8][N:3]([CH2:1][CH3:2])[CH2:4][CH2:5]2)=[C:10]([CH3:16])[CH:11]=1 |f:2.3|. Reported procedure: 4-(4-Ethyl-piperazin-1-yl)-3-methyl-phenylamine (1.3 g, 6 mmol) in hydrobromic acid (61% in H2O, 9.2 ml, 70 mmol) is diazotized at 0° C. with sodium nitrite (443 mg, 6.42 mmol) in 2.3 ml H2O and the mixture is poured into a solution of copper(I) bromide (1.84 g, 12.5 mmol) in hydrobromic acid (61% in H2O, 7.7 ml, 58.8 mmol) at 0° C. The cooling bath is then removed and the mixture is heated at 60° C. for 5 h. After cooling, the mixture is basified with a 2M NaOH solution and diluted with CH2Cl2.... The reactants are BrBr (bromine), Cl.C(C)(=O)C1(CCNCC1)C1=CC=CC=C1 (4-acetyl-4-phenylpiperidine hydrochloride), CCOCC (ether). Solvent: C(Cl)Cl (DCM). Conditions: time 8 hour. Product: Br.BrCC(=O)C1(CCNCC1)C1=CC=CC=C1 (4-(2-Bromoacetyl)-4-phenylpiperidine Hydrobromide). Isolated yield 196.7%. Reaction SMILES: [Br:1]Br.Cl.[C:4]([C:7]1([C:13]2[CH:18]=[CH:17][CH:16]=[CH:15][CH:14]=2)[CH2:12][CH2:11][NH:10][CH2:9][CH2:8]1)(=[O:6])[CH3:5].CCOCC>C(Cl)Cl>[BrH:1].[Br:1][CH2:5][C:4]([C:7]1([C:13]2[CH:18]=[CH:17][CH:16]=[CH:15][CH:14]=2)[CH2:8][CH2:9][NH:10][CH2:11][CH2:12]1)=[O:6] |f:1.2,5.6|. Reported procedure: 8 g of bromine are added rapidly at RT to a suspension of 11.98 g of 4-acetyl-4-phenylpiperidine hydrochloride in 200 ml of DCM and the reaction mixture is left to stand overnight at RT, with stirring. It is diluted by the addition of 200 ml of ether and the precipitate formed is filtered off and washed with ether to give 17.88 g of the expected product after drying under vacuum. The reactants are O.Cl.ClC=1NC(C=2NC=NC2N1)=O (2-chlorohypoxanthine hydrochloride monohydrate), [OH-].[Na+] (sodium hydroxide), C (charcoal), alkaline earth metal hydroxide, alkali metal hydroxide. Yields the product ClC=1NC(C=2NC=NC2N1)=O (2-chlorohypoxanthine). Reaction SMILES: O.Cl.[Cl:3][C:4]1[NH:5][C:6](=[O:13])[C:7]2[NH:8][CH:9]=[N:10][C:11]=2[N:12]=1.[OH-].[Na+].C>>[Cl:3][C:4]1[NH:5][C:6](=[O:13])[C:7]2[NH:8][CH:9]=[N:10][C:11]=2[N:12]=1 |f:0.1.2,3.4|. Procedure details: In a subsequent reaction step the 2-chlorohypoxanthine hydrochloride monohydrate is suspended in an aqueous solution at a pH ranging from 6 to 7 and, preferably, a pH of 6.5, which is adjusted with an aqueous solution of an alkali or alkaline earth metal hydroxide, preferably an alkali metal hydroxide and especially concentrated sodium hydroxide solution. After the suspension is heated to a temperature in the range from 50° C. to 70° C.--preferably 55° C. to 65° C. and more especially to a tempe...